From a dataset of the Open Reaction Database (ORD), a public repository of structured organic reaction records. describe an organic reaction: reactants, conditions, products, and yield Starting materials: Cc1ccccc1O[Si](C)(C)C(C)(C)C, ClC(Cl)(Cl)Cl, CC(C)(C#N)N=NC(C)(C)C#N, O=C1CCC(=O)N1Br. Product: CC(C)(C)[Si](C)(C)Oc1ccccc1CBr. As a reaction SMILES: [CH3:21][C:22]([CH3:23])([CH3:24])[Si:25]([O:26][c:27]1[c:28]([CH3:33])[cH:29][cH:30][cH:31][cH:32]1)([CH3:34])[CH3:35].[Cl:36][C:37]([Cl:38])([Cl:39])[Cl:40].[N:1]#[C:2][C:3]([N:4]=[N:5][C:6]([C:7]#[N:8])([CH3:9])[CH3:10])([CH3:11])[CH3:12].[O:13]=[C:14]1[N:15]([Br:20])[C:16](=[O:17])[CH2:18][CH2:19]1>>[Br:20][CH2:33][c:28]1[c:27]([O:26][Si:25]([C:22]([CH3:21])([CH3:23])[CH3:24])([CH3:34])[CH3:35])[cH:32][cH:31][cH:30][cH:29]1. The reactants are ClC1=NC=C(C=C1Cl)OCF (2,3-dichloro-5-fluoromethoxy-pyridine), CN(C)C=O (DMF), O (Water). The reagents and catalysts are [C-]#N.[Zn+2].[C-]#N (Zinc cyanide), [Zn] (Zinc), C=1C=CC(=CC1)[P](C=2C=CC=CC2)(C=3C=CC=CC3)[Pd]([P](C=4C=CC=CC4)(C=5C=CC=CC5)C=6C=CC=CC6)([P](C=7C=CC=CC7)(C=8C=CC=CC8)C=9C=CC=CC9)[P](C=1C=CC=CC1)(C=1C=CC=CC1)C=1C=CC=CC1 (tetrakis(triphenylphosphine)palladium(0)). Run at temperature 145 celsius. Yields the product ClC=1C(=NC=C(C1)OCF)C#N (3-Chloro-5-fluoromethoxy-pyridine-2-carbonitrile). RXN SMILES: Cl[C:2]1[C:7]([Cl:8])=[CH:6][C:5]([O:9][CH2:10][F:11])=[CH:4][N:3]=1.O.[CH3:13][N:14](C=O)C>[C-]#N.[Zn+2].[C-]#N.[Zn].C1C=CC([P]([Pd]([P](C2C=CC=CC=2)(C2C=CC=CC=2)C2C=CC=CC=2)([P](C2C=CC=CC=2)(C2C=CC=CC=2)C2C=CC=CC=2)[P](C2C=CC=CC=2)(C2C=CC=CC=2)C2C=CC=CC=2)(C2C=CC=CC=2)C2C=CC=CC=2)=CC=1>[Cl:8][C:7]1[C:2]([C:13]#[N:14])=[N:3][CH:4]=[C:5]([O:9][CH2:10][F:11])[CH:6]=1 |f:3.4.5,^1:27,29,48,67|. Reported procedure: To a solution of 2,3-dichloro-5-fluoromethoxy-pyridine (1.18 g, 6.02 mmol) in dry DMF (14.00 ml) were added Zinc cyanide (0.341 g, 2.90 mmol) and Zinc powder (3.94 mg, 0.060 mmol). The suspension was flushed with Argon (3×). Then tetrakis(triphenylphosphine)palladium(0) (0.570 g, 0.494 mmol) was added. The reaction was heated to 145° C. for 2 h. Water was added and the aqueous layer was extracted twice with Et2O. The combined organic layers were washed with brine, dried with Na2SO4, filtered and... Starting materials: CCN(C(C)C)C(C)C (DIEA), C(C)(=O)OC(C)=O (acetic anhydride), N1(N=CN=C1)CC(=O)N[C@H](C(=O)NC1=CC=C(C=C1)OC1=CC=C(C=C1)F)CCCN ((S)-2-(2-(1H-1,2,4-triazol-1-yl)acetamido)-5-amino-N-(4-(4-fluorophenoxy)phenyl)pentanamide). Run in C1CCOC1 (THF). Run at time 2 hour. The product is Compound 254, N1(N=CN=C1)CC(=O)N[C@H](C(=O)NC1=CC=C(C=C1)OC1=CC=C(C=C1)F)CCCNC(C)=O ((S)-2-(2-(1H-1,2,4-triazol-1-yl)acetamido)-5-acetamido-N-(4-(4-fluorophenoxy)phenyl)pentanamide). Yield: 27.1%. As a reaction SMILES: CCN(C(C)C)C(C)C.[C:10](OC(=O)C)(=[O:12])[CH3:11].[N:17]1([CH2:22][C:23]([NH:25][C@@H:26]([CH2:44][CH2:45][CH2:46][NH2:47])[C:27]([NH:29][C:30]2[CH:35]=[CH:34][C:33]([O:36][C:37]3[CH:42]=[CH:41][C:40]([F:43])=[CH:39][CH:38]=3)=[CH:32][CH:31]=2)=[O:28])=[O:24])[CH:21]=[N:20][CH:19]=[N:18]1>C1COCC1>[N:17]1([CH2:22][C:23]([NH:25][C@@H:26]([CH2:44][CH2:45][CH2:46][NH:47][C:10](=[O:12])[CH3:11])[C:27]([NH:29][C:30]2[CH:31]=[CH:32][C:33]([O:36][C:37]3[CH:42]=[CH:41][C:40]([F:43])=[CH:39][CH:38]=3)=[CH:34][CH:35]=2)=[O:28])=[O:24])[CH:21]=[N:20][CH:19]=[N:18]1. Procedure details: Step (b) DIEA (0.10 mL, 0.57 mmol) and acetic anhydride (0.025 mL, 0.27 mmol) was added to (S)-2-(2-(1H-1,2,4-triazol-1-yl)acetamido)-5-amino-N-(4-(4-fluorophenoxy)phenyl)pentanamide (115 mg, 0.269 mmol) in THF (5 mL). The reaction mixture was stirred for 2 hours and then concentrated. Product was purified from the residue by reverse phase HPLC to give Compound 254, (S)-2-(2-(1H-1,2,4-triazol-1-yl)acetamido)-5-acetamido-N-(4-(4-fluorophenoxy)phenyl)pentanamide (34 mg, 0.073 mmol, 27%) as an off-... Reactants: C(C)(C)(C)OC(N[C@H]1CNC2=C(NC1=O)C=CC=C2)=O ((S)-(2-oxo-2,3,4,5-tetrahydro-1H-benzo[b][1,4]diazepin-3-yl)-carbamic acid tert-butyl ester), C[Si](C)(C)[N-][Si](C)(C)C.[Li+] (lithium bis(trimethylsilyl)amide), CI (methyl iodide). The solvent is O1CCCC1 (tetrahydrofuran). Reaction conditions: temperature -75 celsius, time 30 minute. Product: N[C@H]1CNC2=C(N(C1=O)C)C=CC=C2 ((S)-3-amino-1-methyl-1,3,4,5-tetrahydro-benzo[b][1,4] diazepin-2-one). Yield: 61.0%. As a reaction SMILES: C(OC(=O)[NH:7][C@@H:8]1[C:14](=[O:15])[NH:13][C:12]2[CH:16]=[CH:17][CH:18]=[CH:19][C:11]=2[NH:10][CH2:9]1)(C)(C)C.[CH3:21][Si]([N-][Si](C)(C)C)(C)C.[Li+].CI>O1CCCC1>[NH2:7][C@@H:8]1[C:14](=[O:15])[N:13]([CH3:21])[C:12]2[CH:16]=[CH:17][CH:18]=[CH:19][C:11]=2[NH:10][CH2:9]1 |f:1.2|. Procedure: To a solution of 5.0 g (18 mmol) (S)-(2-oxo-2,3,4,5-tetrahydro-1H-benzo[b][1,4]diazepin-3-yl)-carbamic acid tert-butyl ester in 80 ml of tetrahydrofuran at −75° C. 18 ml (18 mmol) of lithium bis(trimethylsilyl)amide solution (1M in tetrahydrofurane) was added. After stirring for 30 min at −75° C. the mixture was allowed to reach room temperature and 3.07 g (21.6 mmol) of methyl iodide was added. The mixture was stirred for 2.5 hours at room temperature and concentrated in vacuo. The residue was ... Starting materials: CNC1COc2c(CN3CCCCC3)cccc2-c2c(C3CCCCC3)c3ccc(C(=O)OC)cc3n2C1, CC(C)(C)OC(=O)NCC=O. Yields the product COC(=O)c1ccc2c(C3CCCCC3)c3n(c2c1)CC(N(C)CCNC(=O)OC(C)(C)C)COc1c(CN2CCCCC2)cccc1-3. As a reaction SMILES: [CH:1]1([c:7]2[c:8]3[cH:9][cH:10][c:11]([C:35](=[O:36])[O:37][CH3:38])[cH:12][c:13]3[n:14]3[c:21]2-[c:20]2[c:19]([c:25]([CH2:26][N:27]4[CH2:28][CH2:29][CH2:30][CH2:31][CH2:32]4)[cH:24][cH:23][cH:22]2)[O:18][CH2:17][CH:16]([NH:33][CH3:34])[CH2:15]3)[CH2:2][CH2:3][CH2:4][CH2:5][CH2:6]1.[O:39]=[CH:40][CH2:41][NH:42][C:43]([O:44][C:45]([CH3:46])([CH3:47])[CH3:48])=[O:49]>>[CH:1]1([c:7]2[c:8]3[cH:9][cH:10][c:11]([C:35](=[O:36])[O:37][CH3:38])[cH:12][c:13]3[n:14]3[c:21]2-[c:20]2[c:19]([c:25]([CH2:26][N:27]4[CH2:28][CH2:29][CH2:30][CH2:31][CH2:32]4)[cH:24][cH:23][cH:22]2)[O:18][CH2:17][CH:16]([N:33]([CH3:34])[CH2:40][CH2:41][NH:42][C:43]([O:44][C:45]([CH3:46])([CH3:47])[CH3:48])=[O:49])[CH2:15]3)[CH2:2][CH2:3][CH2:4][CH2:5][CH2:6]1. Reactants: C(C)(C)(C)OC(=O)NC[C@@H]1CN(CC1)CCCCNC(=O)C1=CN(C2=CC=CC=C12)CC1=CC=CC=C1 (N-(4-((3R)-3-tert-Butoxycarbonylaminomethylpyrrolidin-1-yl)-butyl)-1-benzyl-1 H-indole-3-carboxamide), Cl.O1CCOCC1 (hydrochloric acid dioxane). Reaction conditions: temperature 0 celsius, time 60 minute. Yields the product NC1=CC(=C(C(=O)NC[C@@H]2CN(CC2)CCCCNC(=O)C2=CN(C3=CC=CC=C23)CC2=CC=CC=C2)C=C1Cl)OC (N-(4-((3R)-3-(4-amino-5-chloro-2-methoxybenzoylaminomethyl)pyrrolidin-1-yl)butyl)-l-benzyl-1 H-indole-3-carboxamide). Reaction SMILES: C(O[C:6]([NH:8][CH2:9][C@H:10]1[CH2:14][CH2:13][N:12]([CH2:15][CH2:16][CH2:17][CH2:18][NH:19][C:20]([C:22]2[C:30]3[C:25](=[CH:26][CH:27]=[CH:28][CH:29]=3)[N:24]([CH2:31][C:32]3[CH:37]=[CH:36][CH:35]=[CH:34][CH:33]=3)[CH:23]=2)=[O:21])[CH2:11]1)=[O:7])(C)(C)C.[ClH:38].O1[CH2:44][CH2:43][O:42][CH2:41]C1>>[NH2:24][C:25]1[C:26]([Cl:38])=[CH:27][C:44]([C:6]([NH:8][CH2:9][C@H:10]2[CH2:14][CH2:13][N:12]([CH2:15][CH2:16][CH2:17][CH2:18][NH:19][C:20]([C:22]3[C:30]4[C:25](=[CH:26][CH:27]=[CH:28][CH:29]=4)[N:24]([CH2:31][C:32]4[CH:33]=[CH:34][CH:35]=[CH:36][CH:37]=4)[CH:23]=3)=[O:21])[CH2:11]2)=[O:7])=[C:43]([O:42][CH3:41])[CH:30]=1 |f:1.2|. Reported procedure: N-(4-((3R)-3-tert-Butoxycarbonylaminomethylpyrrolidin-1-yl)-butyl)-1-benzyl-1 H-indole-3-carboxamide (1.35 g) was dissolved in 4N hydrochloric acid-dioxane solution (30 ml) and the mixture was stood at room temperature for 60 min. The reaction mixture was concentrated under reduced pressure. Dimethylformamide (30 ml) was added to the residue and the mixture was neutralized with triethylamine (0.74 ml). 4-Amino-5-chloro-2-methoxybenzoic acid (0.54 g) and 1-hydroxybenzotriazole (0.40 g) were added... Reactants: O (water), F\C=C(/CN1C(C=2C(C1=O)=CC=CC2)=O)\C2=CC=CC=C2 ((Z)-1-Fluoro-2-phenyl-3-phthalimidopropene), O.NN (hydrazine hydrate), Cl (hydrochloric acid). Solvent: C(C)O (ethanol). Product: C1(=CC=CC=C1)/C(/CN)=C/F ((Z)-2-phenyl-3-fluoroallylamine). Reaction SMILES: [F:1]/[CH:2]=[C:3](/[C:16]1[CH:21]=[CH:20][CH:19]=[CH:18][CH:17]=1)\[CH2:4][N:5]1C(=O)C2=CC=CC=C2C1=O.O.NN.Cl.O>C(O)C>[C:16]1(/[C:3](=[CH:2]/[F:1])/[CH2:4][NH2:5])[CH:21]=[CH:20][CH:19]=[CH:18][CH:17]=1 |f:1.2|. Procedure: (Z)-1-Fluoro-2-phenyl-3-phthalimidopropene (0.25 g) is treated with hydrazine hydrate (50 mg) in ethanol (2 ml), and then concentrated hydrochloric acid (2 ml) and water (2 ml). Recrystallization of the resulting product (0.19 g) from ethanol/ether affords pure (Z)-2-phenyl-3-fluoroallylamine, as the hydrochloride: m.p. 145°;